From a dataset of the Open Reaction Database (ORD), a public repository of structured organic reaction records. describe an organic reaction: reactants, conditions, products, and yield Starting materials: CN(C)C=C1CC(NC2=C(C1=O)C=CC=C2)=O (4-[(dimethylamino)methylene]-3,4-dihydro-1H-benzazepine-2,5-dione), N1C=C(C2=CC=CC=C12)CC(=N)N (2-(1H-indol-3-yl)-acetamidine). The product is N1C=C(C2=CC=CC=C12)CC=1N=CC=2CC(NC3=C(C2N1)C=CC=C3)=O (5,7-Dihydro-2-(1H-indol-3-ylmethyl)-6H-pyrimido[5,4-d][1]benzazepine-6-one). The yield is 80.0%. As a reaction SMILES: CN([CH:4]=[C:5]1[C:11](=O)[C:10]2[CH:13]=[CH:14][CH:15]=[CH:16][C:9]=2[NH:8][C:7](=[O:17])[CH2:6]1)C.[NH:18]1[C:26]2[C:21](=[CH:22][CH:23]=[CH:24][CH:25]=2)[C:20]([CH2:27][C:28]([NH2:30])=[NH:29])=[CH:19]1>>[NH:18]1[C:26]2[C:21](=[CH:22][CH:23]=[CH:24][CH:25]=2)[C:20]([CH2:27][C:28]2[N:30]=[CH:4][C:5]3[CH2:6][C:7](=[O:17])[NH:8][C:9]4[CH:16]=[CH:15][CH:14]=[CH:13][C:10]=4[C:11]=3[N:29]=2)=[CH:19]1. Procedure: Analogous to Scheme 1, from 4-[(dimethylamino)methylene]-3,4-dihydro-1H-benzazepine-2,5-dione and 2-(1H-indol-3-yl)-acetamidine. Yield: 80%. Reactants: FC=1C=C(C#N)C=C(C1C=NO)F (3,5-difluoro-4-((hydroxyimino)methyl)benzonitrile), N (ammonia). Reagents/catalysts: [Zn] (zinc). Run in C(C)(=O)O (acetic acid). Run at temperature 60 celsius. Yields the product NCC1=C(C=C(C#N)C=C1F)F (4-(aminomethyl)-3,5-difluorobenzonitrile). The yield is 85.7%. As a reaction SMILES: [F:1][C:2]1[CH:3]=[C:4]([CH:7]=[C:8]([F:13])[C:9]=1[CH:10]=[N:11]O)[C:5]#[N:6].N>C(O)(=O)C.[Zn]>[NH2:11][CH2:10][C:9]1[C:8]([F:13])=[CH:7][C:4]([C:5]#[N:6])=[CH:3][C:2]=1[F:1]. Procedure: An excess of zinc powder was added to a stirred mixture of 3,5-difluoro-4-((hydroxyimino)methyl)benzonitrile (130 mg, 0.7 mmol) in acetic acid (10 mL) then heated to 60° C. for 2 h. The mixture was made basic by addition of aqueous ammonia and extracted with ethyl acetate. The organic layer was washed with brine, dried (Na2SO4) and concentrated in vacuo to afford 4-(aminomethyl)-3,5-difluorobenzonitrile (100 mg, 0.6 mmol) as a colourless oil. Reactants: Fc1cc(CC(CBr)CBr)ccc1-c1nc2ccc(C3(c4ccccc4)CC3)nc2s1, CCOC(=O)CC(=O)OCC, [H-], [Na+], CN(C)C=O. The product is CCOC(=O)C1(C(=O)OCC)CC(Cc2ccc(-c3nc4ccc(C5(c6ccccc6)CC5)nc4s3)c(F)c2)C1. Reaction SMILES: [Br:14][CH2:15][CH:16]([CH2:17][c:18]1[cH:19][c:20]([F:42])[c:21](-[c:24]2[s:25][c:26]3[n:27][c:28]([C:33]4([c:36]5[cH:37][cH:38][cH:39][cH:40][cH:41]5)[CH2:34][CH2:35]4)[cH:29][cH:30][c:31]3[n:32]2)[cH:22][cH:23]1)[CH2:43][Br:44].[C:3]([CH2:4][C:5](=[O:6])[O:7][CH2:8][CH3:9])(=[O:10])[O:11][CH2:12][CH3:13].[H-:1].[Na+:2].[O:45]=[CH:46][N:47]([CH3:48])[CH3:49]>>[C:3]([C:4]1([C:5](=[O:6])[O:7][CH2:8][CH3:9])[CH2:15][CH:16]([CH2:17][c:18]2[cH:19][c:20]([F:42])[c:21](-[c:24]3[s:25][c:26]4[n:27][c:28]([C:33]5([c:36]6[cH:37][cH:38][cH:39][cH:40][cH:41]6)[CH2:34][CH2:35]5)[cH:29][cH:30][c:31]4[n:32]3)[cH:22][cH:23]2)[CH2:43]1)(=[O:10])[O:11][CH2:12][CH3:13]. Reactants: BrC=1C(=C(SC1C)C)[C@H]1[C@@H](COC1)O (trans-4-(4-bromo-2,5-dimethyl-3-thienyl)tetrahydro-3-furanol). The solvent is C(C)(=O)OC=C (vinyl acetate). Reaction conditions: time 24 hour. Yields the product BrC=1C(=C(SC1C)C)[C@@H]1[C@H](COC1)O ((3R,4S)-4-(Bromo-2,5-dimethyl-3-thienyl)tetrahydro-3-furanol). Isolated yield 49.0%. As a reaction SMILES: [Br:1][C:2]1[C:3]([C@@H:9]2[CH2:13][O:12][CH2:11][C@H:10]2[OH:14])=[C:4]([CH3:8])[S:5][C:6]=1[CH3:7]>C(OC=C)(=O)C>[Br:1][C:2]1[C:3]([C@H:9]2[CH2:13][O:12][CH2:11][C@@H:10]2[OH:14])=[C:4]([CH3:8])[S:5][C:6]=1[CH3:7]. Reported procedure: Solid Novozym 435 is added to a solution of trans-4-(4-bromo-2,5-dimethyl-3-thienyl)tetrahydro-3-furanol (0.153 mol) in 425 ml of vinyl acetate and the mixture is subsequently stirred for 24 hours. The enzyme is removed by filtration and the residue is washed with tert-butyl methyl ether. After removal of the solvent, the two products are separated by means of chromatography. (3R,4S)-4-(Bromo-2,5-dimethyl-3-thienyl)tetrahydro-3-furanol is obtained in a yield of 49% (>99% ee) and (3S,4R)-4-(bromo... The reactants are ice water, C(C)(=O)OCC (ethyl acetate), NC=1SC=C(N1)C(C(=O)NC1[C@@H]2N(C(=CCS2)C(=O)O)C1=O)=NOC (7-[2-(2-aminothiazol-4-yl)-2-methoxyiminoacetamido]-3-cephem-4-carboxylic acid), C([O-])([O-])=O.[K+].[K+] (potassium carbonate), C(CC)(=O)OC(C)Cl (1-chloroethyl propionate). The solvent is CS(=O)C (dimethylsulfoxide). Run at time 2 hour. Yields the product NC=1SC=C(N1)C(C(=O)NC1[C@@H]2N(C(=CCS2)C(=O)OC(C)OC(CC)=O)C1=O)=NOC (1-propionyloxyethyl 7-[2-(2-aminothiazol-4-yl)-2-methoxyiminoacetamido]-3-cephem-4-carboxylate). The yield is 63.4%. Reaction SMILES: [NH2:1][C:2]1[S:3][CH:4]=[C:5]([C:7](=[N:23][O:24][CH3:25])[C:8]([NH:10][CH:11]2[C:21](=[O:22])[N:13]3[C:14]([C:18]([OH:20])=[O:19])=[CH:15][CH2:16][S:17][C@H:12]23)=[O:9])[N:6]=1.C(=O)([O-])[O-].[K+].[K+].[C:32]([O:36][CH:37](Cl)[CH3:38])(=[O:35])[CH2:33][CH3:34].C(OCC)(=O)C>CS(C)=O>[NH2:1][C:2]1[S:3][CH:4]=[C:5]([C:7](=[N:23][O:24][CH3:25])[C:8]([NH:10][CH:11]2[C:21](=[O:22])[N:13]3[C:14]([C:18]([O:20][CH:37]([O:36][C:32](=[O:35])[CH2:33][CH3:34])[CH3:38])=[O:19])=[CH:15][CH2:16][S:17][C@H:12]23)=[O:9])[N:6]=1 |f:1.2.3|. Procedure details: To a solution of 7-[2-(2-aminothiazol-4-yl)-2-methoxyiminoacetamido]-3-cephem-4-carboxylic acid (syn-isomer, 100 g) in dimethylsulfoxide (650 ml) was added potassium carbonate (21.6 g). Thereto was added 1-chloroethyl propionate (42.8 g) at 40° C. and the mixture was stirred at the same temperature for 2 hours. The reaction mixture was poured into a mixture of ice-water (3 l) and ethyl acetate (2 l), and the separated organic layer was washed in turn with 5% aqueous sodium bicarbonate (300 ml×2)... Starting materials: IC=1C=C2C(C(NC2=CC1)=O)=O (5-iodo-1H-indole-2,3-dione), C(C1=CC=CC=C1)OC1=CC=C(C(=O)NN)C=C1 (4-(benzyloxy)benzohydrazide). The solvent is C(C)(=O)O (acetic acid). Conditions: temperature 100 celsius. Product: C(C1=CC=CC=C1)OC1=CC=C(C(=O)NN=C2C(NC3=CC=C(C=C23)I)=O)C=C1 (4-(Benzyloxy)-N′-(5-iodo-2-oxo-1,2-dihydro-3H-indol-3-ylidene)benzohydrazide). Yield: 90.0%. As a reaction SMILES: [I:1][C:2]1[CH:3]=[C:4]2[C:8](=[CH:9][CH:10]=1)[NH:7][C:6](=[O:11])[C:5]2=O.[CH2:13]([O:20][C:21]1[CH:30]=[CH:29][C:24]([C:25]([NH:27][NH2:28])=[O:26])=[CH:23][CH:22]=1)[C:14]1[CH:19]=[CH:18][CH:17]=[CH:16][CH:15]=1>C(O)(=O)C>[CH2:13]([O:20][C:21]1[CH:22]=[CH:23][C:24]([C:25]([NH:27][N:28]=[C:5]2[C:4]3[C:8](=[CH:9][CH:10]=[C:2]([I:1])[CH:3]=3)[NH:7][C:6]2=[O:11])=[O:26])=[CH:29][CH:30]=1)[C:14]1[CH:15]=[CH:16][CH:17]=[CH:18][CH:19]=1. Procedure details: Following the general method as outlined in Example 1, into a suspension of 5-iodo-1H-indole-2,3-dione in acetic acid was added 4-(benzyloxy)benzohydrazide. After stirring at 100° C., the reaction mixture was cooled to rt and a yellow solid precipitated out. Filtration on a fritté, washing with AcOH, water and drying under vacuo at 60° C. overnight gave 247 mg of the title compound (90%) as a yellow powder in 98.9% purity by HPLC (Rt: 5.03, gradient of 8 min, MaxPlot detection between 230 and 40... The reactants are FC1(CCN(CC1)C(=O)C=1NC2=CC=C(C=C2C1)C(=O)N1CCN(CC1)C(C)C)F ((4,4-Difluoro-piperidin-1-yl)-[5-(4-isopropyl-piperazine-1-carbonyl)-1H-indol-2-yl]-methanone), ClC=1C=C(C=CC1)B(O)O (3-chlorphenylboronic acid), N1=CC=CC=C1 (pyridine). The reagents and catalysts are C(C)(=O)[O-].[Cu+2].C(C)(=O)[O-] (copper(II) acetate). The solvent is ClCCl (dichloromethane). Product: ClC=1C=C(C=CC1)N1C(=CC2=CC(=CC=C12)C(=O)N1CCN(CC1)C(C)C)C(=O)N1CCC(CC1)(F)F ([1-(3-Chloro-phenyl)-5-(4-isopropyl-piperazine-1-carbonyl)-1H-indol-2-yl]-(4,4-difluoro-piperidin-1-yl)-methanone). Yield: 37.0%. RXN SMILES: [F:1][C:2]1([F:30])[CH2:7][CH2:6][N:5]([C:8]([C:10]2[NH:11][C:12]3[C:17]([CH:18]=2)=[CH:16][C:15]([C:19]([N:21]2[CH2:26][CH2:25][N:24]([CH:27]([CH3:29])[CH3:28])[CH2:23][CH2:22]2)=[O:20])=[CH:14][CH:13]=3)=[O:9])[CH2:4][CH2:3]1.[Cl:31][C:32]1[CH:33]=[C:34](B(O)O)[CH:35]=[CH:36][CH:37]=1.N1C=CC=CC=1>ClCCl.C([O-])(=O)C.[Cu+2].C([O-])(=O)C>[Cl:31][C:32]1[CH:37]=[C:36]([N:11]2[C:12]3[C:17](=[CH:16][C:15]([C:19]([N:21]4[CH2:22][CH2:23][N:24]([CH:27]([CH3:28])[CH3:29])[CH2:25][CH2:26]4)=[O:20])=[CH:14][CH:13]=3)[CH:18]=[C:10]2[C:8]([N:5]2[CH2:6][CH2:7][C:2]([F:1])([F:30])[CH2:3][CH2:4]2)=[O:9])[CH:35]=[CH:34][CH:33]=1 |f:4.5.6|. Procedure: The title compound was synthesized in analogy to example 66, from (4,4-difluoro-piperidin-1-yl)-[5-(4-isopropyl-piperazine-1-carbonyl)-1H-indol-2-yl]-methanone (example 32), 3-chlorphenylboronic acid, copper(II) acetate and pyridine in dichloromethane, to give the desired product as a colorless foam (37%). Reactants: B, CC(=O)NCCOC1=C2C=C(S(N)(=O)=O)SC2S(=O)(=O)CC1, O=C([O-])C(=O)O, C1CCOC1, CSC, CSC, CCO, O=C(O)C(=O)O. Product: CCNCCOC1=C2C=C(S(N)(=O)=O)SC2S(=O)(=O)CC1. RXN SMILES: [BH3:26].[C:1]([CH3:2])(=[O:3])[NH:4][CH2:5][CH2:6][O:7][C:8]1=[C:9]2[CH:10]([S:11](=[O:14])(=[O:15])[CH2:12][CH2:13]1)[S:16][C:17]([S:19](=[O:20])(=[O:21])[NH2:22])=[CH:18]2.[C:30]([OH:31])(=[O:32])[C:33]([O-:34])=[O:35].[CH2:42]1[O:43][CH2:44][CH2:45][CH2:46]1.[CH3:23][S:24][CH3:25].[CH3:27][S:28][CH3:29].[CH3:47][CH2:48][OH:49].[OH:36][C:37]([C:38](=[O:39])[OH:40])=[O:41]>>[CH2:1]([CH3:2])[NH:4][CH2:5][CH2:6][O:7][C:8]1=[C:9]2[CH:10]([S:11](=[O:14])(=[O:15])[CH2:12][CH2:13]1)[S:16][C:17]([S:19](=[O:20])(=[O:21])[NH2:22])=[CH:18]2. Starting materials: OCCC1(OC2=C(NC1=O)C=C(C=C2)[N+](=O)[O-])C (2-(2-hydroxyethyl)-2-methyl-6-nitro-2H-1,4-benzoxazin-3(4H)-one). Reagents/catalysts: [Pd] (Pd/C). Solvent: CO (methanol). Product: NC=1C=CC2=C(NC(C(O2)(C)CCO)=O)C1 (6-amino-2-(2-hydroxyethyl)-2-methyl-2H-1,4-benzoxazin-3(4H)-one). As a reaction SMILES: [OH:1][CH2:2][CH2:3][C:4]1([CH3:18])[C:9](=[O:10])[NH:8][C:7]2[CH:11]=[C:12]([N+:15]([O-])=O)[CH:13]=[CH:14][C:6]=2[O:5]1>CO.[Pd]>[NH2:15][C:12]1[CH:13]=[CH:14][C:6]2[O:5][C:4]([CH2:3][CH2:2][OH:1])([CH3:18])[C:9](=[O:10])[NH:8][C:7]=2[CH:11]=1. Procedure details: A flask containing 2-(2-hydroxyethyl)-2-methyl-6-nitro-2H-1,4-benzoxazin-3(4H)-one (983.30 mg; 3.90 mmol; 1.00 eq.) dissolved in methanol (10.00 ml) is passed through the H-Cube using 10% Pd/C cartridge, at 1 mL per minute, in full H2 mode at 30 C. The product is afforded quantitatively upon concentration of the eluent and used directly in further reactions; LCMS: rt 0.24 min; m/z 223.06.